Dataset: the Open Reaction Database (ORD), a public repository of structured organic reaction records. Task: describe an organic reaction: reactants, conditions, products, and yield Starting materials: FC(CO)(F)F (2,2,2-Trifluoroethanol), Cl (HCl), O1CCOCC1 (dioxane), COC1=C(N)C=CC(=C1)N1CCC(CC1)N1CCN(CC1)C (2-methoxy-4-(4-(4-methylpiperazin-1-yl)piperidin-1-yl)aniline), ClC1=NC=C(C(=N1)C1=CN(C2=CC=CC=C12)C)Cl (3-(2,5-dichloropyrimidin-4-yl)-1-methyl-1H-indole), ClC1=NC=C(C(=N1)C1=CN(C2=CC=CC=C12)C)Cl (3-(2,5-dichloropyrimidin-4-yl)-1-methyl-1H-indole). Run at time 5 minute. Yields the product Cl.ClC=1C(=NC(=NC1)NC1=C(C=C(C=C1)N1CCC(CC1)N1CCN(CC1)C)OC)C1=CN(C2=CC=CC=C12)C (5-Chloro-N-(2-methoxy-4-(4-(4-methylpiperazin-1-yl)piperidin-1-yl)phenyl)-4-(1-methyl-1H-indol-3-yl)pyrimidin-2-amine HCl salt). The yield is 66.8%. Reaction SMILES: FC(F)(F)CO.Cl.O1CCOCC1.[CH3:14][O:15][C:16]1[CH:22]=[C:21]([N:23]2[CH2:28][CH2:27][CH:26]([N:29]3[CH2:34][CH2:33][N:32]([CH3:35])[CH2:31][CH2:30]3)[CH2:25][CH2:24]2)[CH:20]=[CH:19][C:17]=1[NH2:18].[Cl:36][C:37]1[N:42]=[C:41]([C:43]2[C:51]3[C:46](=[CH:47][CH:48]=[CH:49][CH:50]=3)[N:45]([CH3:52])[CH:44]=2)[C:40]([Cl:53])=[CH:39][N:38]=1>>[ClH:36].[Cl:53][C:40]1[C:41]([C:43]2[C:51]3[C:46](=[CH:47][CH:48]=[CH:49][CH:50]=3)[N:45]([CH3:52])[CH:44]=2)=[N:42][C:37]([NH:18][C:17]2[CH:19]=[CH:20][C:21]([N:23]3[CH2:28][CH2:27][CH:26]([N:29]4[CH2:30][CH2:31][N:32]([CH3:35])[CH2:33][CH2:34]4)[CH2:25][CH2:24]3)=[CH:22][C:16]=2[O:15][CH3:14])=[N:38][CH:39]=1 |f:5.6|. Reported procedure: 2,2,2-Trifluoroethanol (1.5 ml) was added to a 10 mL vial charged with 4 N HCl in dioxane (0.135 ml, 0.54 mmol), 2-methoxy-4-(4-(4-methylpiperazin-1-yl)piperidin-1-yl)aniline (0.082 g, 0.27 mmol), and 3-(2,5-dichloropyrimidin-4-yl)-1-methyl-1H-indole (INTERMEDIATE 49, 0.075 g, 0.27 mmol). The reaction was stirred at RT for 5 min and then microwaved at 150° C. for 50 min. Concentration in vacuo gave a crude residue, and it was purified by silica gel chromatography (10% methanol andl% ammonium hyd... Reactants: Cl, NS(N)(=O)=O, CC(C)Oc1ccc(-c2nnc(-c3cccc4c3CCC4N)s2)cc1C#N, C1COCCO1. The product is CC(C)Oc1ccc(-c2nnc(-c3cccc4c3CCC4NS(N)(=O)=O)s2)cc1C#N. As a reaction SMILES: [ClH:1].[NH2:29][S:30]([NH2:31])(=[O:32])=[O:33].[NH2:2][CH:3]1[CH2:4][CH2:5][c:6]2[c:7](-[c:12]3[n:13][n:14][c:15](-[c:17]4[cH:18][cH:19][c:20]([O:25][CH:26]([CH3:27])[CH3:28])[c:21]([C:22]#[N:23])[cH:24]4)[s:16]3)[cH:8][cH:9][cH:10][c:11]21.[O:34]1[CH2:35][CH2:36][O:37][CH2:38][CH2:39]1>>[NH:2]([CH:3]1[CH2:4][CH2:5][c:6]2[c:7](-[c:12]3[n:13][n:14][c:15](-[c:17]4[cH:18][cH:19][c:20]([O:25][CH:26]([CH3:27])[CH3:28])[c:21]([C:22]#[N:23])[cH:24]4)[s:16]3)[cH:8][cH:9][cH:10][c:11]21)[S:30]([NH2:29])(=[O:32])=[O:33]. Reactants: BrC=1C(=C(C=CC1)NC(C1=C(C(=CC(=C1)F)F)[N+](=O)[O-])=O)C (N-(3-bromo-2-methylphenyl)-3,5-difluoro-2-nitrobenzamide), [NH4+].[Cl-] (NH4Cl). Reagents/catalysts: [Zn] (zinc). Solvent: CO (MeOH). Reaction conditions: time 60 minute. Product: NC1=C(C(=O)NC2=C(C(=CC=C2)Br)C)C=C(C=C1F)F (2-amino-N-(3-bromo-2-methylphenyl) -3,5-difluorobenzamide). The yield is 100.8%. Reaction SMILES: [Br:1][C:2]1[C:3]([CH3:22])=[C:4]([NH:8][C:9](=[O:21])[C:10]2[CH:15]=[C:14]([F:16])[CH:13]=[C:12]([F:17])[C:11]=2[N+:18]([O-])=O)[CH:5]=[CH:6][CH:7]=1.[NH4+].[Cl-]>CO.[Zn]>[NH2:18][C:11]1[C:12]([F:17])=[CH:13][C:14]([F:16])=[CH:15][C:10]=1[C:9]([NH:8][C:4]1[CH:5]=[CH:6][CH:7]=[C:2]([Br:1])[C:3]=1[CH3:22])=[O:21] |f:1.2|. Procedure: A mixture of N-(3-bromo-2-methylphenyl)-3,5-difluoro-2-nitrobenzamide (821 mg, 2.21 mmol), NH4Cl (1.18 g, 22.1 mmol) and zinc (1.45 g, 22.1 mmol) in MeOH (10 mL) was stirred at room temperature for 60 min. The mixture was filtered and the filtrate was concentrated. The residue was suspended in DCM and washed with saturated aqueous NaHCO3. The organic phase, with an insoluble precipitate, was separated from the aqueous phase and concentrated to give 2-amino-N-(3-bromo-2-methylphenyl) -3,5-difluor... As a reaction SMILES: [CH3:1][O:2][C:3]1[CH:12]=[CH:11][C:10]2[C:5](=[C:6]([CH3:21])[CH:7]=[C:8]([NH:13][C:14]3[CH:19]=[CH:18][CH:17]=[CH:16][C:15]=3[NH2:20])[CH:9]=2)[N:4]=1.[C:22](C1NC=CN=1)(C1NC=CN=1)=[O:23]>>[CH3:1][O:2][C:3]1[CH:12]=[CH:11][C:10]2[C:5](=[C:6]([CH3:21])[CH:7]=[C:8]([N:13]3[C:14]4[CH:19]=[CH:18][CH:17]=[CH:16][C:15]=4[NH:20][C:22]3=[O:23])[CH:9]=2)[N:4]=1. Procedure details: This compound, m.p. 280°, was prepared similarly to Example 16 using 2-methoxy-6-[(N-2-aminophenyl)-amino]-8-methylquinoline, and carbonyl diimidazole as starting materials. The product was characterised spectroscopically and used directly in Example 3 without further purification. The product is COC1=NC2=C(C=C(C=C2C=C1)N1C(NC2=C1C=CC=C2)=O)C (2-Methoxy-6-(2-oxobenzimidazol-1-yl)-8-methylquinoline). Starting materials: COC1=NC2=C(C=C(C=C2C=C1)NC1=C(C=CC=C1)N)C (2-methoxy-6-[(N-2-aminophenyl)-amino]-8-methylquinoline), C(=O)(C=1NC=CN1)C=1NC=CN1 (carbonyl diimidazole). The reactants are BrC1=CC2=C(N=C(N=C2)SC)N(C1=O)C1CCCC1 (6-bromo-8-cyclopentyl-2-methylsulfanyl-8H-pyrido[2,3-d]pyrimidin-7-one), C1(CCCC1)N1C(C(=C(C2=C1N=C(N=C2)S(=O)C)C)I)=O (8-cyclopentyl-6-iodo-2-methanesulfinyl-5-methyl-8H-pyrido[2,3-d]pyrimidin-7-one). Product: BrC1=CC2=C(N=C(N=C2)S(=O)C)N(C1=O)C1CCCC1 (6-Bromo-8-cyclopentyl-2-methanesulfinyl-8H-pyrido[2,3-d]pyrimidin-7-one). As a reaction SMILES: [Br:1][C:2]1[C:13](=[O:14])[N:12]([CH:15]2[CH2:19][CH2:18][CH2:17][CH2:16]2)[C:5]2[N:6]=[C:7]([S:10][CH3:11])[N:8]=[CH:9][C:4]=2[CH:3]=1.C1(N2C3N=C(S(C)=[O:36])N=CC=3C(C)=C(I)C2=O)CCCC1>>[Br:1][C:2]1[C:13](=[O:14])[N:12]([CH:15]2[CH2:16][CH2:17][CH2:18][CH2:19]2)[C:5]2[N:6]=[C:7]([S:10]([CH3:11])=[O:36])[N:8]=[CH:9][C:4]=2[CH:3]=1. Reported procedure: Prepared from 6-bromo-8-cyclopentyl-2-methylsulfanyl-8H-pyrido[2,3-d]pyrimidin-7-one following the procedure described for 8-cyclopentyl-6-iodo-2-methanesulfinyl-5-methyl-8H-pyrido[2,3-d]pyrimidin-7-one. MS (APCI) Calc'd for C13H14BrN3O2S: 357, 355.0. Found: 358 (M+1), 356. 1H NMR δ (400 MHz, DMSO-d6) 9.14 (s, 1H), 8.63 (s, 1H), 5.91-5.86 (m, 1H), 2.89 (s, 3H), 2.15 (br s, 2H), 2.04 (br s, 2H), 1.87-1.79 (m, 2H), 1.61-1.58 (m, 2H). Reactants: COC1=C(C=C(C=C1)N1N=NN=C1)CO (2methoxy-5-(tetrazol-1-yl) phenylmethanol). Reagents/catalysts: [O-2].[O-2].[Mn+4] (manganese dioxide), [O-2].[O-2].[Mn+4] (manganese dioxide). The solvent is O1CCCC1 (tetrahydrofuran). Run at time 30 minute. The product is COC1=C(C=O)C=C(C=C1)N1N=NN=C1 (2Methoxy-5(-tetrazol-1-yl)benzaldehyde). The yield is 83.3%. RXN SMILES: [CH3:1][O:2][C:3]1[CH:8]=[CH:7][C:6]([N:9]2[CH:13]=[N:12][N:11]=[N:10]2)=[CH:5][C:4]=1[CH2:14][OH:15]>O1CCCC1.[O-2].[O-2].[Mn+4]>[CH3:1][O:2][C:3]1[CH:8]=[CH:7][C:6]([N:9]2[CH:13]=[N:12][N:11]=[N:10]2)=[CH:5][C:4]=1[CH:14]=[O:15] |f:2.3.4|. Reported procedure: Active manganese dioxide (77 mg) was added to a stirred solution of 2methoxy-5-(tetrazol-1-yl) phenylmethanol (40 mg) in tetrahydrofuran (1 ml). After 30 min the mixture was heated in an oil-bath at 70°. After a further 30 min, active manganese dioxide (67 mg) was added. After a further 1 h the mixture was allowed to cool and then filtered. The filtrate was evaporated to give the title compound as a yellow solid (33 mg); nmr, δ(d6 -DMSO), 4.4 (s,3H), 7.53 (d,1H, J=ca 10 Hz), 8.12-8.23 (m, 2H), 1... Starting materials: CO, CCC(CC)NC(=O)c1ccc(-c2cc(C(=O)NC3CC3)cc(F)c2C)nc1, ClC(Cl)Cl, O=C(OO)c1cccc(Cl)c1. The product is CCC(CC)NC(=O)c1ccc(-c2cc(C(=O)NC3CC3)cc(F)c2C)[n+]([O-])c1. Reaction SMILES: [CH3:44][OH:45].[CH:12]1([NH:15][C:16](=[O:17])[c:18]2[cH:19][c:20]([F:39])[c:21]([CH3:38])[c:22](-[c:24]3[cH:25][cH:26][c:27]([C:30](=[O:31])[NH:32][CH:33]([CH2:34][CH3:35])[CH2:36][CH3:37])[cH:28][n:29]3)[cH:23]2)[CH2:13][CH2:14]1.[CH:40]([Cl:41])([Cl:42])[Cl:43].[OH:1][O:2][C:3]([c:4]1[cH:5][c:6]([Cl:7])[cH:8][cH:9][cH:10]1)=[O:11]>>[O-:1][n+:29]1[c:24](-[c:22]2[c:21]([CH3:38])[c:20]([F:39])[cH:19][c:18]([C:16]([NH:15][CH:12]3[CH2:13][CH2:14]3)=[O:17])[cH:23]2)[cH:25][cH:26][c:27]([C:30](=[O:31])[NH:32][CH:33]([CH2:34][CH3:35])[CH2:36][CH3:37])[cH:28]1. Starting materials: COC(=O)NCCN1C(C(SC2=C1C=C(C(=C2)C)C(=O)OC)C)=O (Methyl 4-{2-[(methoxycarbonyl)amino]ethyl}-2,7-dimethyl-3-oxo-3,4-dihydro-2H-1,4-benzothiazine-6-carboxylate), O1CCCC1.C(C)O (tetrahydrofuran ethanol). Run in [OH-].[Na+] (sodium hydroxide). Run at temperature 80 celsius, time 1 hour. The product is COC(=O)NCCN1C(C(SC2=C1C=C(C(=C2)C)C(=O)O)(C)C)=O (4-{2-[(methoxycarbonyl)amino]-ethyl}-2,2,7-trimethyl-3-oxo-3,4-dihydro-2H-1,4-benzothiazine-6-carboxylic acid). RXN SMILES: [CH3:1][O:2][C:3]([NH:5][CH2:6][CH2:7][N:8]1[C:13]2[CH:14]=[C:15]([C:19]([O:21]C)=[O:20])[C:16]([CH3:18])=[CH:17][C:12]=2[S:11][CH:10]([CH3:23])[C:9]1=[O:24])=[O:4].O1CCC[CH2:26]1.C(O)C>[OH-].[Na+]>[CH3:1][O:2][C:3]([NH:5][CH2:6][CH2:7][N:8]1[C:13]2[CH:14]=[C:15]([C:19]([OH:21])=[O:20])[C:16]([CH3:18])=[CH:17][C:12]=2[S:11][C:10]([CH3:23])([CH3:26])[C:9]1=[O:24])=[O:4] |f:1.2,3.4|. Procedure details: Methyl 4-{2-[(methoxycarbonyl)amino]ethyl}-2,7-dimethyl-3-oxo-3,4-dihydro-2H-1,4-benzothiazine-6-carboxylate (210 mg) was dissolved in 1M aqueous sodium hydroxide solution/tetrahydrofuran/ethanol=(2:1:1), and the mixture was stirred at 80° C. for one hour. The reaction solution was concentrated under reduced pressure to remove ethanol. To the concentrated residue was added 2N hydrochloric acid, and the mixture was extracted with ethyl acetate. The organic layer was dried over sodium sulfate, fil...